From a dataset of the Open Reaction Database (ORD), a public repository of structured organic reaction records. describe an organic reaction: reactants, conditions, products, and yield Reactants: ClCCCO (3-chloro-1-propanol), C(CS)S (dithioglycol), ice, [Na] (sodium). Run in CO (methanol). Conditions: time 10 hour. The product is C(CCSCCSCCCO)O (4,7-Dithia-1,10-decanediol). Reaction SMILES: [Na].[CH2:2]([SH:5])[CH2:3][SH:4].Cl[CH2:7][CH2:8][CH2:9][OH:10]>CO>[CH2:9]([OH:10])[CH2:8][CH2:7][S:4][CH2:3][CH2:2][S:5][CH2:7][CH2:8][CH2:9][OH:10] |^1:0|. Reported procedure: To 300 ml of absolute methanol, was added 12.2 g of metallic sodium. To the resulting solution which was being stirred in an ice bath, was added dropwise 25 g of dithioglycol. After the dropwise addition, the stirring was continued for additional 30 minutes in the ice bath. Then, 52 g of 3-chloro-1-propanol was further added dropwise. At the conclusion of the dropwise addition, the temperature of the reaction system was raised to a room temperature, and the reaction system was allowed to stand f... Starting materials: ClC1=CC=C(CC2C(CCC3=CC=C(C=C23)O)NC(OCC)=O)C=C1 (ethyl 1-(4-chlorobenzyl)-7-hydroxy-1,2,3,4-tetrahydronaphthalen-2-ylcarbamate), [H-].[Na+] (sodium hydride), C(C)(=O)OCC (ethyl acetate), C(CC)S(=O)(=O)OCCN(S(=O)(=O)CCC)C (2-(N-methylpropylsulfonamido)ethyl propane-1-sulfonate). Reagents/catalysts: C(C)(=O)OCC.C1CCCCC1 (ethyl acetate cyclohexane). The solvent is O (water), CN(C)C=O (DMF), CN(C)C=O (DMF). Run at time 30 minute. Product: C(C)OC(NC1C(C2=CC(=CC=C2CC1)OCCN(S(=O)(=O)CCC)C)CC1=CC=C(C=C1)Cl)=O ((1-(4-Chloro-benzyl)-7-{2-[methyl-(propane-1-sulfonyl)-amino]-ethoxy}-1,2,3,4-tetrahydro-naphthalen-2-yl)-carbamic acid ethyl ester). RXN SMILES: [Cl:1][C:2]1[CH:25]=[CH:24][C:5]([CH2:6][CH:7]2[C:16]3[C:11](=[CH:12][CH:13]=[C:14]([OH:17])[CH:15]=3)[CH2:10][CH2:9][CH:8]2[NH:18][C:19](=[O:23])[O:20][CH2:21][CH3:22])=[CH:4][CH:3]=1.[H-].[Na+].C(S(O[CH2:35][CH2:36][N:37]([CH3:44])[S:38]([CH2:41][CH2:42][CH3:43])(=[O:40])=[O:39])(=O)=O)CC.C(OCC)(=O)C>CN(C=O)C.C(OCC)(=O)C.C1CCCCC1.O>[CH2:21]([O:20][C:19](=[O:23])[NH:18][CH:8]1[CH2:9][CH2:10][C:11]2[C:16](=[CH:15][C:14]([O:17][CH2:35][CH2:36][N:37]([CH3:44])[S:38]([CH2:41][CH2:42][CH3:43])(=[O:40])=[O:39])=[CH:13][CH:12]=2)[CH:7]1[CH2:6][C:5]1[CH:24]=[CH:25][C:2]([Cl:1])=[CH:3][CH:4]=1)[CH3:22] |f:1.2,6.7|. Procedure: A solution of ethyl 1-(4-chlorobenzyl)-7-hydroxy-1,2,3,4-tetrahydronaphthalen-2-ylcarbamate (0.128 g, 0.355 mmol) in DMF under N2 was treated with sodium hydride (0.014 g, 0.568 mmol) and the reaction was stirred for 30 minutes at room temperature. A solution of 2-(N-methylpropylsulfonamido)ethyl propane-1-sulfonate (0.102 g, 0.355 mmol) (see step 1) in DMF was added and the reaction mixture was stirred at ambient temperature over night. The mixture was portioned between ethyl acetate and water.... Reactants: N(=NC(=O)OC(C)C)C(=O)OC(C)C (Diisopropyl azodicarboxylate), C1(=CC=CC=C1)P(C1=CC=CC=C1)C1=CC=CC=C1 (triphenylphosphine), C1(C=2C(C(N1)=O)=CC=CC2)=O (phthalimide), CN1C(=C(C(C=C1C)=O)OCC1=CC=CC=C1)CO (1,6-Dimethyl-2-hydroxymethyl-3-benzyloxypyridin-4(1H)-one). Run in C1CCOC1 (THF). Reaction conditions: time 17 hour. Product: CN1C(=C(C(C=C1C)=O)OCC1=CC=CC=C1)CN1C(C=2C(C1=O)=CC=CC2)=O (1,6-Dimethyl-2-phthalimidomethyl-3-benzyloxypyridin-4(1H)-one). Yield: 94.6%. RXN SMILES: C1(P(C2C=CC=CC=2)C2C=CC=CC=2)C=CC=CC=1.[C:20]1(=[O:30])[NH:24][C:23](=[O:25])[C:22]2=[CH:26][CH:27]=[CH:28][CH:29]=[C:21]12.[CH3:31][N:32]1[C:37]([CH3:38])=[CH:36][C:35](=[O:39])[C:34]([O:40][CH2:41][C:42]2[CH:47]=[CH:46][CH:45]=[CH:44][CH:43]=2)=[C:33]1[CH2:48]O.N(C(OC(C)C)=O)=NC(OC(C)C)=O>C1COCC1>[CH3:31][N:32]1[C:37]([CH3:38])=[CH:36][C:35](=[O:39])[C:34]([O:40][CH2:41][C:42]2[CH:47]=[CH:46][CH:45]=[CH:44][CH:43]=2)=[C:33]1[CH2:48][N:24]1[C:20](=[O:30])[C:21]2=[CH:29][CH:28]=[CH:27][CH:26]=[C:22]2[C:23]1=[O:25]. Procedure: 8.6 g triphenylphosphine (32 mmol, 1.2 equiv) and 4.8 g phthalimide (32 mmol, 1.2 equiv) were added to a stirred suspension of 58 (7 g, 27 mmol, 1 equiv) in 150 ml THF at 0° C. 6.47 g Diisopropyl azodicarboxylate [DIAD] (32 mmol, 1.2 equiv) was added dropwise over 30 minutes. The solution was allowed to warm to room temperature and was stirred for a further 17 hours, after which time the solution was filtered. The solid was washed with cold THF to give 9.92 g of a white amorphous solid in 95% yi... Reactants: CO, CC(C)O, Cc1noc(C)c1CN1CCC(=O)N(C)c2cnc(Cl)nc21, COc1cc(C(=O)NC2CCN(C)CC2)ccc1N. Yields the product COc1cc(C(=O)NC2CCN(C)CC2)ccc1Nc1ncc2c(n1)N(Cc1c(C)noc1C)CCC(=O)N2C. RXN SMILES: [CH3:46][OH:47].[CH:42]([OH:43])([CH3:44])[CH3:45].[Cl:1][c:2]1[n:3][c:4]2[c:10]([cH:11][n:12]1)[N:9]([CH3:13])[C:8](=[O:14])[CH2:7][CH2:6][N:5]2[CH2:15][c:16]1[c:17]([CH3:22])[n:18][o:19][c:20]1[CH3:21].[NH2:23][c:24]1[c:25]([O:40][CH3:41])[cH:26][c:27]([C:28](=[O:29])[NH:30][CH:31]2[CH2:32][CH2:33][N:34]([CH3:37])[CH2:35][CH2:36]2)[cH:38][cH:39]1>>[c:2]1([NH:23][c:24]2[c:25]([O:40][CH3:41])[cH:26][c:27]([C:28](=[O:29])[NH:30][CH:31]3[CH2:32][CH2:33][N:34]([CH3:37])[CH2:35][CH2:36]3)[cH:38][cH:39]2)[n:3][c:4]2[c:10]([cH:11][n:12]1)[N:9]([CH3:13])[C:8](=[O:14])[CH2:7][CH2:6][N:5]2[CH2:15][c:16]1[c:17]([CH3:22])[n:18][o:19][c:20]1[CH3:21]. Starting materials: NCc1cc2cccc(Cl)c2nc1-c1cc(F)ccc1OCc1ccccc1, CCCCO, CCN(C(C)C)C(C)C, Clc1ncnc2nc[nH]c12. Product: Fc1ccc(OCc2ccccc2)c(-c2nc3c(Cl)cccc3cc2CNc2ncnc3[nH]cnc23)c1. As a reaction SMILES: [CH2:1]([c:2]1[cH:3][cH:4][cH:5][cH:6][cH:7]1)[O:8][c:9]1[c:10](-[c:16]2[n:17][c:18]3[c:19]([Cl:28])[cH:20][cH:21][cH:22][c:23]3[cH:24][c:25]2[CH2:26][NH2:27])[cH:11][c:12]([F:15])[cH:13][cH:14]1.[CH2:48]([OH:49])[CH2:50][CH2:51][CH3:52].[CH:39]([N:40]([CH2:41][CH3:42])[CH:43]([CH3:44])[CH3:45])([CH3:46])[CH3:47].[Cl:29][c:30]1[c:31]2[nH:32][cH:33][n:34][c:35]2[n:36][cH:37][n:38]1>>[CH2:1]([c:2]1[cH:3][cH:4][cH:5][cH:6][cH:7]1)[O:8][c:9]1[c:10](-[c:16]2[n:17][c:18]3[c:19]([Cl:28])[cH:20][cH:21][cH:22][c:23]3[cH:24][c:25]2[CH2:26][NH:27][c:30]2[c:31]3[n:32][cH:33][nH:34][c:35]3[n:36][cH:37][n:38]2)[cH:11][c:12]([F:15])[cH:13][cH:14]1.